describe an organic reaction: reactants, conditions, products, and yield From a dataset of the Open Reaction Database (ORD), a public repository of structured organic reaction records. Reactants: resultant mixture, C(CCC)[Li] (n-Butyl lithium), COC1=CC=CC2=C1SC=C2 (7-methoxy-benzo[b]thiophene), B(OC(C)C)(OC(C)C)OC(C)C (triisopropyl borate), ClC1=NC=C(C(=N1)Cl)Cl (2,4,5-trichloropyrimidine), C(=O)([O-])[O-].[Na+].[Na+] (Na2CO3). The reagents and catalysts are C1(=CC=CC=C1)P([C-]1C=CC=C1)C1=CC=CC=C1.[C-]1(C=CC=C1)P(C1=CC=CC=C1)C1=CC=CC=C1.[Fe+2] (1,1′-bis(diphenylphosphino)ferrocene), C(C)(=O)[O-].[Pd+2].C(C)(=O)[O-] (palladium(II) acetate). The solvent is C(Cl)(Cl)Cl (CHCl3), CO (CH3OH), C1CCOC1 (THF). Reaction conditions: temperature -78 celsius, time 30 minute. Product: ClC1=NC=C(C(=N1)C1=CC2=C(S1)C(=CC=C2)OC)Cl (2,5-dichloro-4-(7-methoxybenzo[b]thiophen-2-yl)-pyrimidine), solid. RXN SMILES: C([Li])CCC.[CH3:6][O:7][C:8]1[C:13]2[S:14][CH:15]=[CH:16][C:12]=2[CH:11]=[CH:10][CH:9]=1.B(OC(C)C)(OC(C)C)OC(C)C.C([O-])([O-])=O.[Na+].[Na+].[Cl:36][C:37]1[N:42]=[C:41](Cl)[C:40]([Cl:44])=[CH:39][N:38]=1>C1COCC1.C1(P(C2C=CC=CC=2)[C-]2C=CC=C2)C=CC=CC=1.[C-]1(P(C2C=CC=CC=2)C2C=CC=CC=2)C=CC=C1.[Fe+2].C([O-])(=O)C.[Pd+2].C([O-])(=O)C.C(Cl)(Cl)Cl.CO>[Cl:36][C:37]1[N:42]=[C:41]([C:15]2[S:14][C:13]3[C:8]([O:7][CH3:6])=[CH:9][CH:10]=[CH:11][C:12]=3[CH:16]=2)[C:40]([Cl:44])=[CH:39][N:38]=1 |f:3.4.5,8.9.10,11.12.13|. Reported procedure: n-Butyl lithium (4.19 mL, 1.6 M in hexane) is added dropwise over 1 hour to a stirred solution of 7-methoxy-benzo[b]thiophene (1.00 g, 6.09 mmol) and triisopropyl borate (1.26 g, 6.70 mmol) in anhydrous THF (10 mL) at −78° C. under nitrogen. The resultant mixture is allowed to stir at −78° C. for 30 minutes, then at −20° C. for another 30 minutes. Aqueous Na2CO3 solution (2 M, 6.09 mL) is added to the mixture, followed by the addition of 1,1′-bis(diphenylphosphino)ferrocene (169 mg, 0.304 mmol),... Reactants: COc1c(CC#N)cccc1Sc1ccccc1Cl, CCO, [K+], [OH-], O. Product: COc1c(CC(=O)O)cccc1Sc1ccccc1Cl. As a reaction SMILES: [CH3:1][O:2][c:3]1[c:4]([CH2:17][C:18]#[N:19])[cH:5][cH:6][cH:7][c:8]1[S:9][c:10]1[c:11]([Cl:16])[cH:12][cH:13][cH:14][cH:15]1.[CH3:23][CH2:24][OH:25].[K+:21].[OH-:20].[OH2:22]>>[CH3:1][O:2][c:3]1[c:4]([CH2:17][C:18](=[O:20])[OH:22])[cH:5][cH:6][cH:7][c:8]1[S:9][c:10]1[c:11]([Cl:16])[cH:12][cH:13][cH:14][cH:15]1. Reactants: ClCCCC(CCCCC)OC(C)=O (1-chloro-4-acetoxynonane), C(C)(=O)OC(CCCN(C#N)CCCCCCC(=O)OCC)CCCCCCC (ethyl 7-[N-(4-acetoxyundecyl)cyanamido]heptanoate), ClCCCC(CCCCCCC)OC(C)=O (1-chloro-4-acetoxyundecane), product. The product is O[C@@H](C#CCN(C#N)CCCCCCC(=O)O)CCCCC (7-[N-(4-(R)-hydroxy-2-nonynyl)cyanamido]heptanoic acid). Reaction SMILES: ClCCCC(OC(=O)C)CCCCC.ClCCCC(OC(=O)C)CCCCCCC.C([O:34][CH:35]([CH2:53][CH2:54][CH2:55][CH2:56][CH2:57]CC)[CH2:36][CH2:37][CH2:38][N:39]([CH2:42][CH2:43][CH2:44][CH2:45][CH2:46][CH2:47][C:48]([O:50]CC)=[O:49])[C:40]#[N:41])(=O)C>>[OH:34][C@H:35]([CH2:53][CH2:54][CH2:55][CH2:56][CH3:57])[C:36]#[C:37][CH2:38][N:39]([CH2:42][CH2:43][CH2:44][CH2:45][CH2:46][CH2:47][C:48]([OH:50])=[O:49])[C:40]#[N:41]. Reported procedure: The synthesis of this compound, initially, is carried out as described in Example 1 except that, in Step A, the 1-chloro-4-acetoxynonane is replaced by an equimolar amount of 1-chloro-4-acetoxyundecane (Example C, Step 3 ). The product of Step A is thus ethyl 7-[N-(4-acetoxyundecyl)cyanamido]heptanoate. The subsequent steps yield 7-[N-(4-hydroxyundecyl)cyanamido]heptanoic acid (B). This product then is treated as described in Example 3, Step A, to yield the subject compound 7-[1-(4-hydroxyundecy...